This data is from the Open Reaction Database (ORD), a public repository of structured organic reaction records. The task is: describe an organic reaction: reactants, conditions, products, and yield Run in CO (MeOH). Reaction conditions: time 5 hour. Product: NC1=C(C=C(C[C@H](C(=O)N2CCC(CC2)N2CCNCC2)CC(=O)N2CCC(CC2)N2C(NC3=C(CC2)C=CC=C3)=O)C=C1C(F)(F)F)Cl ((S)-2-(4-amino-3-chloro-5-trifluoromethyl-benzyl)-4-[4-(2-oxo-1,2,4,5-tetrahydro-1,3-benzodiazepin-3-yl)-piperidin-1-yl]-1-(4-piperazin-1-yl-piperidin-1-yl)-butan-1,4-dione). The reactants are NC1=C(C=C(C[C@H](C(=O)N2CCC(CC2)N2CCN(CC2)C(=O)OCC2=CC=CC=C2)CC(N2CCC(CC2)N2C(NC3=C(CC2)C=CC=C3)=O)=O)C=C1C(F)(F)F)Cl (benzyl 4-(1-{(S)-2-(4-amino-3-chloro-5-trifluoromethyl-benzyl)-4-oxo-4-[4-(2-oxo-1,2,4,5-tetrahydro-1,3-benzodiazepin-3-yl)-piperidin-1-yl]-butyryl}-piperidin-4-yl)-piperazin-1-carboxylate). Procedure: 100 mg Raney nickel were added to a solution of 250 mg (0.30 mmol) benzyl 4-(1-{(S)-2-(4-amino-3-chloro-5-trifluoromethyl-benzyl)-4-oxo-4-[4-(2-oxo-1,2,4,5-tetrahydro-1,3-benzodiazepin-3-yl)-piperidin-1-yl]-butyryl}-piperidin-4-yl)-piperazin-1-carboxylate in 30 mL MeOH and the reaction mixture was stirred for 5 h at RT and 50 psi H2. To complete the reaction another 100 mg of Raney nickel were added and the mixture was stirred for a further 10 h at RT. The catalyst was suction filtered, the solv... Reagents/catalysts: [Ni] (Raney nickel), [Ni] (Raney nickel). RXN SMILES: [NH2:1][C:2]1[C:54]([C:55]([F:58])([F:57])[F:56])=[CH:53][C:5]([CH2:6][C@@H:7]([CH2:32][C:33](=[O:52])[N:34]2[CH2:39][CH2:38][CH:37]([N:40]3[CH2:46][CH2:45][C:44]4[CH:47]=[CH:48][CH:49]=[CH:50][C:43]=4[NH:42][C:41]3=[O:51])[CH2:36][CH2:35]2)[C:8]([N:10]2[CH2:15][CH2:14][CH:13]([N:16]3[CH2:21][CH2:20][N:19](C(OCC4C=CC=CC=4)=O)[CH2:18][CH2:17]3)[CH2:12][CH2:11]2)=[O:9])=[CH:4][C:3]=1[Cl:59]>[Ni].CO>[NH2:1][C:2]1[C:54]([C:55]([F:57])([F:56])[F:58])=[CH:53][C:5]([CH2:6][C@@H:7]([CH2:32][C:33]([N:34]2[CH2:35][CH2:36][CH:37]([N:40]3[CH2:46][CH2:45][C:44]4[CH:47]=[CH:48][CH:49]=[CH:50][C:43]=4[NH:42][C:41]3=[O:51])[CH2:38][CH2:39]2)=[O:52])[C:8]([N:10]2[CH2:15][CH2:14][CH:13]([N:16]3[CH2:17][CH2:18][NH:19][CH2:20][CH2:21]3)[CH2:12][CH2:11]2)=[O:9])=[CH:4][C:3]=1[Cl:59]. RXN SMILES: [C:1]([CH3:2])([CH3:3])([CH3:4])[O:5][C:6](=[O:7])[N:8]1[CH:9]([CH:21]=[O:22])[CH:10]([O:13][Si:14]([CH3:15])([CH3:16])[C:17]([CH3:18])([CH3:19])[CH3:20])[CH2:11][CH2:12]1.[C:38]([O:39][BH-:40]([O:41][C:42](=[O:43])[CH3:44])[O:45][C:46](=[O:47])[CH3:48])(=[O:49])[CH3:50].[CH3:34][C:35](=[O:36])[OH:37].[Cl:57][CH2:58][Cl:59].[NH2:23][c:24]1[c:25]([CH3:33])[c:26]([Cl:32])[c:27]([C:28]#[N:29])[cH:30][cH:31]1.[Na+:51].[O:52]=[CH:53][N:54]([CH3:55])[CH3:56]>>[C:1]([CH3:2])([CH3:3])([CH3:4])[O:5][C:6](=[O:7])[N:8]1[CH:9]([CH2:21][NH:23][c:24]2[c:25]([CH3:33])[c:26]([Cl:32])[c:27]([C:28]#[N:29])[cH:30][cH:31]2)[CH:10]([O:13][Si:14]([CH3:15])([CH3:16])[C:17]([CH3:18])([CH3:19])[CH3:20])[CH2:11][CH2:12]1. The reactants are CC(C)(C)OC(=O)N1CCC(O[Si](C)(C)C(C)(C)C)C1C=O, CC(=O)O[BH-](OC(C)=O)OC(C)=O, CC(=O)O, ClCCl, Cc1c(N)ccc(C#N)c1Cl, [Na+], CN(C)C=O. The product is Cc1c(NCC2C(O[Si](C)(C)C(C)(C)C)CCN2C(=O)OC(C)(C)C)ccc(C#N)c1Cl. Starting materials: CC(C)(C)N(C([O-])=O)CC(CC1=CC=CC=C1)NC(=O)C=1SC=C(C1)C1=C(C=NN1C)Cl (1,1-dimethylethyl[2-({[4-(4-chloro-1-methyl-1H-pyrazol-5-yl)-2-thienyl]carbonyl}amino)-3-phenylpropyl]carbamate). The solvent is C(=O)(C(F)(F)F)O.C(Cl)Cl (TFA DCM). Run at time 30 minute. Yields the product NCC(CC1=CC=CC=C1)NC(=O)C=1SC=C(C1)C1=C(C=NN1C)Cl (N-[2-amino-1-(phenylmethyl)ethyl]-4-(4-chloro-1-methyl-1H-pyrazol-5-yl)-2-thiophenecarboxamide). As a reaction SMILES: CC([N:5]([CH2:9][CH:10]([NH:18][C:19]([C:21]1[S:22][CH:23]=[C:24]([C:26]2[N:30]([CH3:31])[N:29]=[CH:28][C:27]=2[Cl:32])[CH:25]=1)=[O:20])[CH2:11][C:12]1[CH:17]=[CH:16][CH:15]=[CH:14][CH:13]=1)C(=O)[O-])(C)C>C(O)(C(F)(F)F)=O.C(Cl)Cl>[NH2:5][CH2:9][CH:10]([NH:18][C:19]([C:21]1[S:22][CH:23]=[C:24]([C:26]2[N:30]([CH3:31])[N:29]=[CH:28][C:27]=2[Cl:32])[CH:25]=1)=[O:20])[CH2:11][C:12]1[CH:13]=[CH:14][CH:15]=[CH:16][CH:17]=1 |f:1.2|. Reported procedure: A solution of 1,1-dimethylethyl[2-({[4-(4-chloro-1-methyl-1H-pyrazol-5-yl)-2-thienyl]carbonyl}amino)-3-phenylpropyl]carbamate (crude from part c) in TFA-DCM (3 mL, 1:2) was stirred at 25° C. After 30 min, the solution was concentrated and the residue neutralized through a silica plug (4% MeOH in DCM (1% NH4OH)) affording the free base of the title compound.